From a dataset of the Open Reaction Database (ORD), a public repository of structured organic reaction records. describe an organic reaction: reactants, conditions, products, and yield Starting materials: COc1cccc(-c2c(C)n(Cc3c(F)cccc3F)c(=O)n(CC(NC(=O)OC(C)(C)C)C3CCCCC3)c2=O)c1F, ClCCl, O=C(O)C(F)(F)F. Yields the product COc1cccc(-c2c(C)n(Cc3c(F)cccc3F)c(=O)n(CC(N)C3CCCCC3)c2=O)c1F. RXN SMILES: [C:1]([O:2][C:3](=[O:4])[NH:8][CH:9]([CH2:10][n:11]1[c:12](=[O:37])[n:13]([CH2:28][c:29]2[c:30]([F:36])[cH:31][cH:32][cH:33][c:34]2[F:35])[c:14]([CH3:27])[c:15](-[c:18]2[c:19]([F:26])[c:20]([O:24][CH3:25])[cH:21][cH:22][cH:23]2)[c:16]1=[O:17])[CH:38]1[CH2:39][CH2:40][CH2:41][CH2:42][CH2:43]1)([CH3:5])([CH3:6])[CH3:7].[Cl:51][CH2:52][Cl:53].[F:44][C:45]([F:46])([F:47])[C:48]([OH:49])=[O:50]>>[NH2:8][CH:9]([CH2:10][n:11]1[c:12](=[O:37])[n:13]([CH2:28][c:29]2[c:30]([F:36])[cH:31][cH:32][cH:33][c:34]2[F:35])[c:14]([CH3:27])[c:15](-[c:18]2[c:19]([F:26])[c:20]([O:24][CH3:25])[cH:21][cH:22][cH:23]2)[c:16]1=[O:17])[CH:38]1[CH2:39][CH2:40][CH2:41][CH2:42][CH2:43]1. The reactants are C12(CC3CC(CC(C1)C3)C2)OCC2=C(N=C(N2)C2CCCCC2)C(=O)NC=2C=C(C=CC2)CC(=O)O ((3-{[5-(Adamantan-1-yloxymethyl)-2-cyclohexyl-1H-imidazole-4-carbonyl]-amino}-phenyl)-acetic Acid), CNC[C@H](O)[C@@H](O)[C@H](O)[C@H](O)CO (N-methyl-D-glucamine), O.O1CCOCC1 (water dioxan), C12(CC3CC(CC(C1)C3)C2)OCC2=C(N=C(N2)C2CCCCC2)C(=O)NC=2C=C(C(=O)O)C=CC2 (3-{[5-(adamantan-1-yloxymethyl)-2-cyclohexyl -1H-imidazole-4-carbonyl]-amino}-benzoic acid), hydroxamic acid. Product: ONC(=O)CC=1C=C(C=CC1)NC(=O)C=1N=C(NC1COC12CC3CC(CC(C1)C3)C2)C2CCCCC2 (5-(Adamantan-1-yloxymethyl)-2-cyclohexyl-1H-imidazole-4-carboxylic Acid (3-hydroxycarbamoylmethyl-phenyl)-amide). RXN SMILES: [C:1]12([O:11][CH2:12][C:13]3[NH:17][C:16]([CH:18]4[CH2:23][CH2:22][CH2:21][CH2:20][CH2:19]4)=[N:15][C:14]=3[C:24]([NH:26][C:27]3[CH:28]=[C:29]([CH2:33][C:34](O)=[O:35])[CH:30]=[CH:31][CH:32]=3)=[O:25])[CH2:10][CH:5]3[CH2:6][CH:7]([CH2:9][CH:3]([CH2:4]3)[CH2:2]1)[CH2:8]2.C12(OCC3NC(C4CCCCC4)=[N:51]C=3C(NC3C=C(C=CC=3)C(O)=O)=O)CC3CC(CC(C3)C1)C2.CNC[C@@H]([C@H]([C@@H]([C@@H](CO)O)O)O)O.[OH2:85].O1CCOCC1>>[OH:85][NH:51][C:34]([CH2:33][C:29]1[CH:28]=[C:27]([NH:26][C:24]([C:14]2[N:15]=[C:16]([CH:18]3[CH2:23][CH2:22][CH2:21][CH2:20][CH2:19]3)[NH:17][C:13]=2[CH2:12][O:11][C:1]23[CH2:2][CH:3]4[CH2:9][CH:7]([CH2:6][CH:5]([CH2:4]4)[CH2:10]2)[CH2:8]3)=[O:25])[CH:32]=[CH:31][CH:30]=1)=[O:35] |f:3.4|. Reported procedure: The title compound was prepared according to the procedure of Example 286, with the modification that (3-{[5-(adamantan-1-yloxymethyl)-2-cyclohexyl-1H-imidazole-4-carbonyl]-amino}-phenyl)-acetic acid (Example 219) was used in step a instead of 3-{[5-(adamantan-1-yloxymethyl)-2-cyclohexyl -1H-imidazole-4-carbonyl]-amino}-benzoic acid. 1H NMR (300 MHz, d6-DMSO) 12.15 (1H, s), 10.62 (1H, s), 9.37 (1H, s), 8.80 (1H, s), 7.68 (1H, s), 7.58 (1H, d), 7.21 (1H, t), 6.94 (1H, d), 4.79 (2H, s), 3.25 (2H, ... Starting materials: COCCO[AlH2-]OCCOC.[Na+] (Vitride), C(C)(C)(C)OC(=O)N[C@@H]1CC[C@H](CC1)C(=O)O (trans-4-[(tert-butoxycarbonyl)amino]cyclohexanecarboxylic acid). Solvent: C1(=CC=CC=C1)C (toluene). Run at temperature 105 celsius. The product is CN[C@@H]1CC[C@H](CC1)CO ([trans-4-(Methylamino)cyclohexyl]methanol). Reaction SMILES: COCCO[AlH2-]OCCOC.[Na+].C(O[C:18]([NH:20][C@H:21]1[CH2:26][CH2:25][C@H:24]([C:27](O)=[O:28])[CH2:23][CH2:22]1)=O)(C)(C)C>C1(C)C=CC=CC=1>[CH3:18][NH:20][C@H:21]1[CH2:26][CH2:25][C@H:24]([CH2:27][OH:28])[CH2:23][CH2:22]1 |f:0.1|. Procedure details: Vitride solution (65%, 767 ml, 2.465 mol) was added dropwise over 1 h to a solution of trans-4-[(tert-butoxycarbonyl)amino]cyclohexanecarboxylic acid (commercially available, 100 g, 0.4109 mol) in toluene (1 l). After the addition was complete the reaction mixture was heated to reflux for 100-110° C. The reaction mixture was quenched with aq. Sodium sulphate solution (800 ml) at temperatures below 10° C. The reaction mixture was filtered through celite and the filter cake washed with DCM (500 ml... The reactants are RuH[(R,R)-Tsdpen], C1(C=CCCC1)=O (2-cyclohexenone), C(CC(=O)OCC)(=O)OCC (diethyl malonate). Solvent: CC(=O)C (acetone). Run at temperature 30 celsius, time 48 hour. Yields the product C(C)OC(=O)C([C@@H]1CC(CCC1)=O)C(=O)OCC ((S)-3-[bis(ethoxycarbonyl)methyl]cyclohexanone). The yield is 64.4%. Reaction SMILES: [C:1]1(=[O:7])[CH2:6][CH2:5][CH2:4][CH:3]=[CH:2]1.[C:8]([O:16][CH2:17][CH3:18])(=[O:15])[CH2:9][C:10]([O:12][CH2:13][CH3:14])=[O:11]>CC(C)=O>[CH2:17]([O:16][C:8]([CH:9]([C:10]([O:12][CH2:13][CH3:14])=[O:11])[C@H:3]1[CH2:4][CH2:5][CH2:6][C:1](=[O:7])[CH2:2]1)=[O:15])[CH3:18]. Reported procedure: Under an atmosphere of argon, 24.0 mg (0.04 mmol, S/C=50) of RuH[(R,R)-Tsdpen] (1,3,5-trimethylbenzene), 194 μL (2.0 mmol) of 2-cyclohexenone, 304 μL (2.0 mmol) of diethyl malonate, and 2 mL of acetone were placed in a 20 mL Schlenk tube and stirred at 30° C. for 48 hours. This solution was purified by flash column chromatography (hexane/acetone=90/10, SiO2) to give 330 mg (64% yield) of the title compound. After this was converted into an ethylene ketal derivative as shown below, the optical pu... Starting materials: O1C(=NCC1)C1=CC=C(C=C1)N1CCNCC1 (4-[4-(4,5-Dihydrooxazol-2-yl)phenyl]piperazine), N[C@@H](CO)C(=O)C(=O)OC(C)(C)C (SerBOC), C1(=CC=CC=C1)C1=NN=C(O1)C1=CC=C(C=C1)N1CCNCC1 (1-[4-(5-Phenyl-[1,3,4]oxadiazol-2-yl)phenyl]piperazine). Yields the product C(\C=C\C(=O)O)(=O)O.NCCC1=CNC2=CC=C(C=C12)OCC(=O)N1CCN(CC1)C1=CC=C(C=C1)C=1OCCN1 (2-[3-(2-Aminoethyl)-1H-indol-5-yloxy]-1-{4-[4-(4,5-dihydrooxazol-2-yl)phenyl]piperazin-1-yl}ethanone fumarate). Reaction SMILES: [O:1]1CC[N:3]=[C:2]1[C:6]1[CH:11]=[CH:10][C:9]([N:12]2[CH2:17]CNCC2)=[CH:8]C=1.N[C@H:19]([C:22]([C:24]([O:26][C:27]([CH3:30])([CH3:29])C)=[O:25])=[O:23])[CH2:20][OH:21].[C:31]1([C:37]2[O:41][C:40]([C:42]3[CH:47]=[CH:46][C:45]([N:48]4[CH2:53][CH2:52][NH:51][CH2:50][CH2:49]4)=[CH:44][CH:43]=3)=[N:39]N=2)C=CC=CC=1>>[C:24]([OH:26])(=[O:25])/[CH:22]=[CH:19]/[C:20]([OH:21])=[O:1].[NH2:3][CH2:2][CH2:6][C:11]1[C:10]2[C:9](=[CH:8][CH:30]=[C:27]([O:26][CH2:24][C:22]([N:51]3[CH2:50][CH2:49][N:48]([C:45]4[CH:44]=[CH:43][C:42]([C:40]5[O:41][CH2:37][CH2:31][N:39]=5)=[CH:47][CH:46]=4)[CH2:53][CH2:52]3)=[O:23])[CH:29]=2)[NH:12][CH:17]=1 |f:3.4|. Procedure details: Compound 5 is prepared from intermediate 5B (576 mg; 2.48 mmol) and SerBOC acid (694 mg; 2.07 mmol) according to the procedure described for the preparation of Example 1 from 1C. Reactants: C[Si](C)(C)Oc2ccc(Cc1ccccc1)cc2 (substrate), Cc1ccc([Mg]Br)cc1 (effective_coupling_partner). Reagents/catalysts: c7ccc(c6cc(c1ccccc1)n(c2ccccc2NC(c3ccccc3)P(C4CCCCC4)C5CCCCC5)n6)cc7. Reaction conditions: temperature 120 celsius, time 16 hour. Product: Cc3ccc(c2ccc(Cc1ccccc1)cc2)cc3. Reactants: CC(C)(C)[O-].[K+] (KOtBu), C(C1=CC=CC=C1)N1C([C@@]2(C3=CC(=CC=C13)C)[C@@H](C2)C2=CC=C1C=NN(C1=C2)CC2=CC=CC=C2)=O ((1R,2S)-1′-benzyl-2-(1-benzyl-1H-indazol-6-yl)-5′-methylspiro[cyclopropane-1,3′-indolin]-2′-one), C(C1=CC=CC=C1)N1C([C@@]2(C3=CC(=CC=C13)C)[C@@H](C2)C2=CC=C1C=NN(C1=C2)CC2=CC=CC=C2)=O ((1R,2S)-1′-benzyl-2-(1-benzyl-1H-indazol-6-yl)-5′-methylspiro[cyclopropane-1,3′-indolin]-2′-one), C1CCOC1 (THF). Solvent: CS(=O)C (DMSO). Conditions: temperature 0 celsius, time 15 minute. Product: N1N=CC2=CC=C(C=C12)[C@@H]1C[C@@]12C(NC1=CC=C(C=C21)C)=O ((1R,2S)-2-(1H-indazol-6-yl)-5′-methylspiro[cyclopropane-1,3′-indolin]-2′-one), solid. Isolated yield 53.0%. Reaction SMILES: C([N:8]1[C:16]2[C:11](=[CH:12][C:13]([CH3:17])=[CH:14][CH:15]=2)[C@:10]2([CH2:19][C@H:18]2[C:20]2[CH:28]=[C:27]3[C:23]([CH:24]=[N:25][N:26]3CC3C=CC=CC=3)=[CH:22][CH:21]=2)[C:9]1=[O:36])C1C=CC=CC=1.C1COCC1.CC([O-])(C)C.[K+]>CS(C)=O>[NH:26]1[C:27]2[C:23](=[CH:22][CH:21]=[C:20]([C@H:18]3[C@@:10]4([C:11]5[C:16](=[CH:15][CH:14]=[C:13]([CH3:17])[CH:12]=5)[NH:8][C:9]4=[O:36])[CH2:19]3)[CH:28]=2)[CH:24]=[N:25]1 |f:2.3|. Procedure details: To a 100 mL flask charged with (1R,2S)-1′-benzyl-2-(1-benzyl-1H-indazol-6-yl)-5′-methylspiro[cyclopropane-1,3′-indolin]-2′-one (469 mg, 1 mmol) was added dry THF (2 mL) and the resulting mixture was stirred at 0° C. before KOtBu (1 M in THF, 18 mL, 18 mmol) was added over 2 min. After addition, the resulting mixture was stirred for 15 min at 0° C. and DMSO (1.85 mL) was added. Oxygen was bubbled through for 1 h and reaction turned from homogeneous to heterogeneous. LC-MS showed good conversion a... Starting materials: BrC=1C(=NC(=C(N1)Br)C)N (3,5-dibromo-6-methyl-2-pyrazinamine), [Na] (sodium), CO (methanol). Product: BrC=1N=C(C(=NC1C)N)OC (5-Bromo-3-methoxy-6-methyl-2-pyrazinamine). As a reaction SMILES: Br[C:2]1[C:3]([NH2:10])=[N:4][C:5]([CH3:9])=[C:6]([Br:8])[N:7]=1.[Na].[CH3:12][OH:13]>>[Br:8][C:6]1[N:7]=[C:2]([O:13][CH3:12])[C:3]([NH2:10])=[N:4][C:5]=1[CH3:9] |^1:10|. Procedure details: A solution of 3,5-dibromo-6-methyl-2-pyrazinamine (Example 118b) (0.9 g) was added to a solution of sodium (0.39 g) in methanol (30 mL) was heated at reflux for 18 h. After removal of solvent in vacuo, the residue was partitioned between water and dichloromethane, and the organic phase dried (MgSO4), filtered and evaporated to give the title compound as a pale yellow solid (0.58 g). Starting materials: OC1=CC=C(C=C1)CCO (2-(4-Hydroxyphenyl)ethanol), C([O-])([O-])=O.[K+].[K+] (potassium carbonate), C(C=C)Br (allyl bromide). Solvent: C(C)OCC (diethyl ether). Conditions: time 17 hour. The product is C(C=C)OC1=CC=C(C=C1)CCO (2-(4-allyloxyphenyl)ethanol). Yield: 60.5%. As a reaction SMILES: [OH:1][C:2]1[CH:7]=[CH:6][C:5]([CH2:8][CH2:9][OH:10])=[CH:4][CH:3]=1.C(=O)([O-])[O-].[K+].[K+].[CH2:17](Br)[CH:18]=[CH2:19]>C(OCC)C>[CH2:19]([O:1][C:2]1[CH:7]=[CH:6][C:5]([CH2:8][CH2:9][OH:10])=[CH:4][CH:3]=1)[CH:18]=[CH2:17] |f:1.2.3|. Procedure: 2-(4-Hydroxyphenyl)ethanol (100 g), anhydrous potassium carbonate (100 g) and allyl bromide (98 g) were refluxed with stirring for 17 hours. The mixture was cooled, filtered (washing through with acetone) and evaporated under reduced pressure to give an oily residue. This residue was dissolved in diethyl ether, washed with aqueous sodium hydroxide, washed with saturated brine, dried (MgSO4) and evaporated in vacuo to afford an oil. This was chromatographed on a silica gel column using dichlorome...